Dataset: the Open Reaction Database (ORD), a public repository of structured organic reaction records. Task: describe an organic reaction: reactants, conditions, products, and yield Starting materials: CN(CCC1=CC(O)=C(O)C=C1)C(=O)OCC1=CC=CC=C1 (N-methyl-N-carbobenzoxy-dopamine), C(=O)(OCC1=CC=CC=C1)NCCC1=CC(O)=C(O)C=C1 (N-carbobenzoxy-dopamine). Run in C1=CC=CC=C1 (benzene). Product: C(C1=CN=CC=C1)(=O)C1(C=C(CCNC(=O)OCC2=CC=CC=C2)C=CC1(O)C(C1=CN=CC=C1)=O)O (3,4-dinicotinoyl-N-carbobenzoxy-dopamine). As a reaction SMILES: C[N:2]([C:13]([O:15][CH2:16][C:17]1[CH:22]=[CH:21][CH:20]=[CH:19][CH:18]=1)=[O:14])[CH2:3][CH2:4][C:5]1[CH:12]=[CH:11][C:9]([OH:10])=[C:7]([OH:8])[CH:6]=1.[C:23]([NH:33][CH2:34][CH2:35][C:36]1C=CC(O)=[C:38]([OH:39])[CH:37]=1)(OCC1C=CC=CC=1)=O>C1C=CC=CC=1>[C:38]([C:7]1([OH:8])[C:9]([C:38](=[O:39])[C:37]2[CH:36]=[CH:35][CH:34]=[N:33][CH:23]=2)([OH:10])[CH:11]=[CH:12][C:5]([CH2:4][CH2:3][NH:2][C:13]([O:15][CH2:16][C:17]2[CH:18]=[CH:19][CH:20]=[CH:21][CH:22]=2)=[O:14])=[CH:6]1)(=[O:39])[C:37]1[CH:36]=[CH:35][CH:34]=[N:33][CH:23]=1. Procedure: By working as described in Example 1, but replacing the N-methyl-N-carbobenzoxy-dopamine with an equivalent amount of N-carbobenzoxy-dopamine, 3,4-dinicotinoyl-N-carbobenzoxy-dopamine is obtained (m.p. 86°-90° C., from benzene). The reactants are C(C)OC(C(C(C)=O)C(=O)C1CC1)=O (2-Cyclopropanecarbonyl-3-oxo-butyric acid ethyl ester), Cl.FC(C=1C=C(C(=N)N)C=CC1)(F)F (3-trifluoromethyl-benzamidine hydrochloride), CC(C)([O-])C.[Na+] (sodium tert-butoxide), material, C([O-])([O-])=O.[Cs+].[Cs+] (Cesium carbonate), COS(=O)(=O)C(F)(F)F (trifluoro-methanesulfonic acid methyl ester), (E,Z)-2-cyclopropanecarbonyl-3-methoxy-but-2-enoic acid ethyl ester, 2-[1-cyclopropyl-1-methoxy-meth-(E,Z)-ylidene]-3-oxo-butyric acid ethyl ester. The solvent is CCOC(=O)C (EtOAc), C(C)O (ethanol), C(C)#N (acetonitrile). Reaction conditions: temperature 0 celsius, time 2 hour. The product is C(C)OC(=O)C=1C(=NC(=NC1C)C1=CC(=CC=C1)C(F)(F)F)C1CC1 (4-Cyclopropyl-6-methyl-2-(3-trifluoromethyl-phenyl)-pyrimidine-5-carboxylic acid ethyl ester). The yield is 42.0%. Reaction SMILES: [CH2:1]([O:3][C:4](=[O:14])[CH:5]([C:9]([CH:11]1[CH2:13][CH2:12]1)=O)[C:6](=O)[CH3:7])[CH3:2].C(=O)([O-])[O-].[Cs+].[Cs+].COS(C(F)(F)F)(=O)=O.Cl.[F:31][C:32]([F:43])([F:42])[C:33]1[CH:34]=[C:35]([CH:39]=[CH:40][CH:41]=1)[C:36]([NH2:38])=[NH:37].CC(C)([O-])C.[Na+]>C(#N)C.CCOC(C)=O.C(O)C>[CH2:1]([O:3][C:4]([C:5]1[C:9]([CH:11]2[CH2:13][CH2:12]2)=[N:37][C:36]([C:35]2[CH:39]=[CH:40][CH:41]=[C:33]([C:32]([F:31])([F:42])[F:43])[CH:34]=2)=[N:38][C:6]=1[CH3:7])=[O:14])[CH3:2] |f:1.2.3,5.6,7.8|. Procedure details: 2-Cyclopropanecarbonyl-3-oxo-butyric acid ethyl ester [Jung, J.-C.; Watkins, E. B.; Avery, M. A. Tetrahedron (2002), 58(18), 3639-3646] (4.7 g, 24 mmol) was dissolved in acetonitrile (40 ml) and cooled to 0° C. Cesium carbonate (7.8 g, 24 mmol) was added and the reaction stirred for 0.5 h before the addition of trifluoro-methanesulfonic acid methyl ester (2.6 ml, 24 mmol) and the reaction stirred for a further 2 h. The reaction mixture was diluted with EtOAc, washed with water, brine, dried (Na2... Starting materials: compound, Cl (HCl), BrC1=CC=C(OC(C(=O)Cl)(C)C)C=C1 (2-(4-bromophenoxy)-2-methylpropanoyl chloride), CN1CCNCC1 (1-methylpiperazine). The solvent is CCOCC (Et2O), O1CCOCC1 (dioxane). Yields the product BrC1=CC=C(OC(C(=O)N2CCN(CC2)C)(C)C)C=C1 (1-(2-(4-Bromophenoxy)-2-methylpropanoyl)-4-methylpiperazine), Cl.BrC1=CC=C(OC(C(=O)N2CCN(CC2)C)(C)C)C=C1 (1-(2-(4-Bromophenoxy)-2-methylpropanoyl)-4-methylpiperazine hydrochloride). Yield: 95.0%. RXN SMILES: [Br:1][C:2]1[CH:14]=[CH:13][C:5]([O:6][C:7]([CH3:12])([CH3:11])[C:8]([Cl:10])=[O:9])=[CH:4][CH:3]=1.[CH3:15][N:16]1[CH2:21][CH2:20][NH:19][CH2:18][CH2:17]1.Cl>CCOCC.O1CCOCC1>[Br:1][C:2]1[CH:14]=[CH:13][C:5]([O:6][C:7]([CH3:12])([CH3:11])[C:8]([N:19]2[CH2:20][CH2:21][N:16]([CH3:15])[CH2:17][CH2:18]2)=[O:9])=[CH:4][CH:3]=1.[ClH:10].[Br:1][C:2]1[CH:14]=[CH:13][C:5]([O:6][C:7]([CH3:12])([CH3:11])[C:8]([N:19]2[CH2:20][CH2:21][N:16]([CH3:15])[CH2:17][CH2:18]2)=[O:9])=[CH:4][CH:3]=1 |f:6.7|. Procedure details: 1-(2-(4-Bromophenoxy)-2-methylpropanoyl)-4-methylpiperazine was prepared in accordance to the procedure described in Example 29(a) from 2-(4-bromophenoxy)-2-methylpropanoyl chloride and 1-methylpiperazine (5.3 mL, 17.5 mmol). This compound (2.37 g, 6.95 mmol) was dissolved in Et2O and HCl in dioxane (4M, 2.26 mL) was added dropwise with stirring. The precipitate was filtered off and dried to yield the sub-title compound (2.5 g, 95%). Starting materials: CC(C)(C)OC(=O)N1CC2CC1CN2c1ccc([N+](=O)[O-])cc1, CCO, [OH-], [OH-], [Pd+2]. Yields the product CC(C)(C)OC(=O)N1CC2CC1CN2c1ccc(N)cc1. RXN SMILES: [C:1]([CH3:2])([CH3:3])([CH3:4])[O:5][C:6](=[O:7])[N:8]1[CH:9]2[CH2:10][N:11]([c:15]3[cH:16][cH:17][c:18]([N+:21]([O-:22])=[O:23])[cH:19][cH:20]3)[CH:12]([CH2:13]1)[CH2:14]2.[CH3:24][CH2:25][OH:26].[OH-:27].[OH-:29].[Pd+2:28]>>[C:1]([CH3:2])([CH3:3])([CH3:4])[O:5][C:6](=[O:7])[N:8]1[CH:9]2[CH2:10][N:11]([c:15]3[cH:16][cH:17][c:18]([NH2:21])[cH:19][cH:20]3)[CH:12]([CH2:13]1)[CH2:14]2. The reactants are Cl (hydrogen chloride), FC1=CC=C(CN2CCC(CC2)CCNC(=O)C2=NOC(=N2)C2=CC=C(C=C2)C#N)C=C1 (3-[[2-{1-(4-fluorobenzyl)piperidin-4-yl}ethyl]carbamoyl]-5-(4-cyanophenyl)-1,2,4-oxadiazole). Run in C(C)(=O)OCC (ethyl acetate), C(C)(=O)OCC (ethyl acetate). Product: Cl.FC1=CC=C(CN2CCC(CC2)CCNC(=O)C2=NOC(=N2)C2=CC=C(C=C2)C#N)C=C1 (3-[[2-{1-(4-fluorobenzyl)piperidin-4-yl}ethyl]carbamoyl]-5-(4-cyanophenyl)-1,2,4-oxadiazole hydrochloride). As a reaction SMILES: [ClH:1].[F:2][C:3]1[CH:33]=[CH:32][C:6]([CH2:7][N:8]2[CH2:13][CH2:12][CH:11]([CH2:14][CH2:15][NH:16][C:17]([C:19]3[N:23]=[C:22]([C:24]4[CH:29]=[CH:28][C:27]([C:30]#[N:31])=[CH:26][CH:25]=4)[O:21][N:20]=3)=[O:18])[CH2:10][CH2:9]2)=[CH:5][CH:4]=1>C(OCC)(=O)C>[ClH:1].[F:2][C:3]1[CH:4]=[CH:5][C:6]([CH2:7][N:8]2[CH2:13][CH2:12][CH:11]([CH2:14][CH2:15][NH:16][C:17]([C:19]3[N:23]=[C:22]([C:24]4[CH:25]=[CH:26][C:27]([C:30]#[N:31])=[CH:28][CH:29]=4)[O:21][N:20]=3)=[O:18])[CH2:10][CH2:9]2)=[CH:32][CH:33]=1 |f:3.4|. Procedure details: A solution of 4N hydrogen chloride in ethyl acetate (0.56 ml) was added to a solution of 3-[[2-{1-(4-fluorobenzyl)piperidin-4-yl}ethyl]carbamoyl]-5-(4-cyanophenyl)-1,2,4-oxadiazole (0.8 g) in ethyl acetate (20 ml) under ice cooling. The resulting precipitates were filtered off, washed with diethyl ether, and dried in vacuo to give 3-[[2-{1-(4-fluorobenzyl)piperidin-4-yl}ethyl]carbamoyl]-5-(4-cyanophenyl)-1,2,4-oxadiazole hydrochloride (0.75 g). Reactants: NC=1SC=C(N1)CC(=O)OCC (ethyl 2-amino-4-thiazolylacetate), ClC1=C(C=CC(=C1Cl)Cl)S(=O)(=O)Cl (2,3,4-trichlorobenzenesulfonyl chloride). Yields the product ClC1=C(C=CC(=C1Cl)Cl)S(=O)(=O)NC=1SC=C(N1)CC(=O)OCC (Ethyl (2-{[(2,3,4-trichlorophenyl)sulfonyl]amino}-1,3-thiazol-4-yl)acetate), solid. As a reaction SMILES: [NH2:1][C:2]1[S:3][CH:4]=[C:5]([CH2:7][C:8]([O:10][CH2:11][CH3:12])=[O:9])[N:6]=1.[Cl:13][C:14]1[C:19]([Cl:20])=[C:18]([Cl:21])[CH:17]=[CH:16][C:15]=1[S:22](Cl)(=[O:24])=[O:23]>>[Cl:13][C:14]1[C:19]([Cl:20])=[C:18]([Cl:21])[CH:17]=[CH:16][C:15]=1[S:22]([NH:1][C:2]1[S:3][CH:4]=[C:5]([CH2:7][C:8]([O:10][CH2:11][CH3:12])=[O:9])[N:6]=1)(=[O:24])=[O:23]. Reported procedure: The title compound was prepared from ethyl 2-amino-4-thiazolylacetate and 2,3,4-trichlorobenzenesulfonyl chloride as described in the synthetic METHOD B to give a white solid (51.9 mg) with purity >90%. MS (pos) m/z 429.0, 431.0, 433.0. Reactants: COC1=C(C=CC=C1)N1CCN(CC1)C/C=C/CN (trans-4-[4-(2-methyloxyphenyl)piperazinyl]-2-buten-1-yl-amine), O1C(NC2=C1C=C(C=C2)C(=O)Cl)=O (benzoxazolin-2-one-6-carbonyl chloride), C([O-])([O-])=O.[Na+].[Na+] (sodium carbonate). Yield: 87.5%. RXN SMILES: [CH3:1][O:2][C:3]1[CH:8]=[CH:7][CH:6]=[CH:5][C:4]=1[N:9]1[CH2:14][CH2:13][N:12]([CH2:15]/[CH:16]=[CH:17]/[CH2:18][NH2:19])[CH2:11][CH2:10]1.[O:20]1[C:24]2[CH:25]=[C:26]([C:29](Cl)=[O:30])[CH:27]=[CH:28][C:23]=2[NH:22][C:21]1=[O:32].C(=O)([O-])[O-].[Na+].[Na+]>>[CH3:1][O:2][C:3]1[CH:8]=[CH:7][CH:6]=[CH:5][C:4]=1[N:9]1[CH2:10][CH2:11][N:12]([CH2:15]/[CH:16]=[CH:17]/[CH2:18][NH:19][C:29]([C:26]2[CH:27]=[CH:28][C:23]3[NH:22][C:21](=[O:32])[O:20][C:24]=3[CH:25]=2)=[O:30])[CH2:13][CH2:14]1 |f:2.3.4|. Procedure: According to the method of Example 7, trans-4-[4-(2-methyloxyphenyl)piperazinyl]-2-buten-1-yl-amine and benzoxazolin-2-one-6-carbonyl chloride were subjected to acylation in the presence of sodium carbonate to obtain the product. Yield: 87.5%. mp: 200-202° C. 1HNMR (ppm, DMSO-d6) δ: 2.50 (m, 4H), 2.96 (s, br., 4H), 3.31 (m, 2H), 3.75 (s, 3H), 3.89 (t, 2H), 5.62-5.67 (m, 2H), 6.86 (m, 2H), 6.91 (m, 2H), 7.14 (d, J=8.2 Hz, 1H), 7.73-7.77 (m, 2H), 8.63 (t, J=5.6 Hz, 1H). The product is COC1=C(C=CC=C1)N1CCN(CC1)C/C=C/CNC(=O)C1=CC2=C(NC(O2)=O)C=C1 (N-{4-[4-(2-methyloxyphenyl)piperazinyl]-trans-2-buten-1-yl}-benzoxazolin-2-one-6-carboxamide). Reactants: N1=C(C=CC=C1)C(=O)O (2-pyridine carboxylic acid), C(CCl)Cl (EDC), C=1C=CC2=C(C1)N=NN2O (HOBt), CCN(C(C)C)C(C)C (DIPEA), Cl.CC1=CNC=2N=CN=C(C21)N2CCC(CC2)N (1-(5-methyl-7H-pyrrolo[2,3-d]pyrimidin-4-yl)-4-piperidinamine hydrochloride). Run in C(Cl)Cl (DCM). Run at time 10 minute. Yields the product CC1=CN=C2NC=NC(=C21)N2CCC(CC2)NC(=O)C2=NC=CC=C2 (N-[1-(5-Methyl-1H-pyrrolo[2,3-d]pyrimidin-4-yl)-4-piperidinyl]-2-pyridinecarboxamide). Reaction SMILES: [N:1]1[CH:6]=[CH:5][CH:4]=[CH:3][C:2]=1[C:7]([OH:9])=O.C(Cl)CCl.C1C=CC2N(O)N=NC=2C=1.CCN(C(C)C)C(C)C.Cl.[CH3:34][C:35]1[C:43]2[C:42]([N:44]3[CH2:49][CH2:48][CH:47]([NH2:50])[CH2:46][CH2:45]3)=[N:41][CH:40]=[N:39][C:38]=2[NH:37][CH:36]=1>C(Cl)Cl>[CH3:34][C:35]1[C:43]2[C:38]([NH:39][CH:40]=[N:41][C:42]=2[N:44]2[CH2:49][CH2:48][CH:47]([NH:50][C:7]([C:2]3[CH:3]=[CH:4][CH:5]=[CH:6][N:1]=3)=[O:9])[CH2:46][CH2:45]2)=[N:37][CH:36]=1 |f:4.5|. Procedure: To a mixture of 2-pyridine carboxylic acid (41.4 mg, 0.336 mmol), EDC (68.7 mg, 0.359 mmol), HOBt (54.9 mg, 0.359 mmol) and DIPEA (0.098 mL, 0.560 mmol) in DCM (1 mL), prestirred for 10 minutes, was added 1-(5-methyl-7H-pyrrolo[2,3-d]pyrimidin-4-yl)-4-piperidinamine hydrochloride D11 (60 mg) and the mixture stirred for 18 hours. The mixture was partitioned between DCM (4 mL) and aqueous sodium bicarbonate (4 mL) and the aqueous phase extracted with further DCM (4 mL). The combined organic fracti... Starting materials: COCCN(CCCc1nc2cc3c(cc2[n+]([O-])n1)CCC3)CCOC, ClCCl, O=C(O)C(F)(F)F, N, OO. Yields the product COCCN(CCCc1n[n+]([O-])c2cc3c(cc2[n+]1[O-])CCC3)CCOC. Reaction SMILES: [CH3:3][O:4][CH2:5][CH2:6][N:7]([CH2:8][CH2:9][CH2:10][c:11]1[n:12][n+:13]([O-:24])[c:14]2[c:15]([n:16]1)[cH:17][c:18]1[c:22]([cH:23]2)[CH2:21][CH2:20][CH2:19]1)[CH2:25][CH2:26][O:27][CH3:28].[Cl:36][CH2:37][Cl:38].[F:29][C:30]([F:31])([F:33])[C:34](=[O:32])[OH:35].[NH3:39].[OH:1][OH:2]>>[CH3:3][O:4][CH2:5][CH2:6][N:7]([CH2:8][CH2:9][CH2:10][c:11]1[n:12][n+:13]([O-:24])[c:14]2[c:15]([n+:16]1[O-:32])[cH:17][c:18]1[c:22]([cH:23]2)[CH2:21][CH2:20][CH2:19]1)[CH2:25][CH2:26][O:27][CH3:28]. Starting materials: [Na] (sodium), NC1=NC(=NC2=CC=C(C=C12)CC)Cl (4-amino-2-chloro-6-ethylquinazoline), CO (methanol), O (water). Reaction conditions: temperature 60 celsius. As a reaction SMILES: [Na].[NH2:2][C:3]1[C:12]2[C:7](=[CH:8][CH:9]=[C:10]([CH2:13][CH3:14])[CH:11]=2)[N:6]=[C:5](Cl)[N:4]=1.[OH2:16].[CH3:17]O>>[NH2:2][C:3]1[C:12]2[C:7](=[CH:8][CH:9]=[C:10]([CH2:13][CH3:14])[CH:11]=2)[N:6]=[C:5]([O:16][CH3:17])[N:4]=1 |^1:0|. Yields the product NC1=NC(=NC2=CC=C(C=C12)CC)OC (4-amino-6-ethyl-2-methoxyquinazoline). Reported procedure: To a solution of sodium metal (1.19 g) in methanol (270 ml) was added 4-amino-2-chloro-6-ethylquinazoline (9.01 g). The reaction mixture was heated under reflux for 7 hours and heated for 38 hours at 60° C. The resultant mixture was concentrated under reduced pressure to give a residue, to which was added water under warming with stirring. The precipitates were separated by filtration and dried under reduced pressure to give crystalline 4-amino-6-ethyl-2-methoxyquinazoline (6.77 g).